From a dataset of the Open Reaction Database (ORD), a public repository of structured organic reaction records. describe an organic reaction: reactants, conditions, products, and yield Reaction SMILES: [CH3:38][CH2:39][OH:40].[N:1](=[N+:2]=[N-:3])[CH:4]1[CH2:5][CH:6]([n:30]2[c:31](=[O:32])[nH:33][c:34](=[O:35])[cH:36][cH:37]2)[O:7][CH:8]1[CH2:9][O:10][C:11]([c:12]1[cH:13][cH:14][cH:15][cH:16][cH:17]1)([c:18]1[cH:19][cH:20][cH:21][cH:22][cH:23]1)[c:24]1[cH:25][cH:26][cH:27][cH:28][cH:29]1>>[NH2:1][CH:4]1[CH2:5][CH:6]([n:30]2[c:31](=[O:32])[nH:33][c:34](=[O:35])[cH:36][cH:37]2)[O:7][CH:8]1[CH2:9][O:10][C:11]([c:12]1[cH:13][cH:14][cH:15][cH:16][cH:17]1)([c:18]1[cH:19][cH:20][cH:21][cH:22][cH:23]1)[c:24]1[cH:25][cH:26][cH:27][cH:28][cH:29]1. Yields the product NC1CC(n2ccc(=O)[nH]c2=O)OC1COC(c1ccccc1)(c1ccccc1)c1ccccc1. Reactants: CCO, [N-]=[N+]=NC1CC(n2ccc(=O)[nH]c2=O)OC1COC(c1ccccc1)(c1ccccc1)c1ccccc1. The reactants are O1C(=NC=C1)C1=CC(=C2C(=N1)CCC2)NC2=CC=C(C=C2)CC(=O)OCC (ethyl 2-(4-((2-(oxazol-2-yl)-6,7-dihydro-5H-cyclopenta[b]pyridin-4-yl)amino)phenyl)acetate), N (ammonia). Run in CO (methanol). The product is O1C(=NC=C1)C1=CC(=C2C(=N1)CCC2)NC2=CC=C(C=C2)CC(=O)N (2-(4-((2-(Oxazol-2-yl)-6,7-dihydro-5H-cyclopenta[b]pyridin-4-yl)amino)phenyl)acetamide). The yield is 63.0%. Reaction SMILES: [O:1]1[CH:5]=[CH:4][N:3]=[C:2]1[C:6]1[N:11]=[C:10]2[CH2:12][CH2:13][CH2:14][C:9]2=[C:8]([NH:15][C:16]2[CH:21]=[CH:20][C:19]([CH2:22][C:23]([O:25]CC)=O)=[CH:18][CH:17]=2)[CH:7]=1.[NH3:28]>CO>[O:1]1[CH:5]=[CH:4][N:3]=[C:2]1[C:6]1[N:11]=[C:10]2[CH2:12][CH2:13][CH2:14][C:9]2=[C:8]([NH:15][C:16]2[CH:21]=[CH:20][C:19]([CH2:22][C:23]([NH2:28])=[O:25])=[CH:18][CH:17]=2)[CH:7]=1. Procedure details: Following general procedure C, ethyl 2-(4-((2-(oxazol-2-yl)-6,7-dihydro-5H-cyclopenta[b]pyridin-4-yl)amino)phenyl)acetate (0.047 g, 0.13 mmol) was reacted with ammonia in methanol (7.0 M, 5 mL) to afford the title compound (0.027 g, 63%) as a white solid. MW=334.37. 1H NMR (DMSO-d6, 500 MHz) δ 8.24 (s, 1H), 8.16 (s, 1H), 7.49-7.43 (m, 2H), 7.32-7.25 (m, 3H), 7.17 (d, J=8.5 Hz, 2H), 6.87 (s, 1H), 3.37 (s, 2H), 2.90 (t, J=7.5 Hz, 2H), 2.85 (t, J=7.5 Hz, 2H), 2.09 (quin, J=7.5 Hz, 2H); APCI MS m/z ... Reactants: substituting Intermediate 40, CC1=NC(=NC(=C1)C)N1CC2CCNC[C@H]12 ((1R,RS)8-(4,6-dimethyl-pyrimidin-2-yl)-3,8-diaza-bicyclo[4.2.0]octane), FC1=C(C(=O)O)C(=CC=C1)N1N=CC=N1 (2-fluoro-6-(2H-1,2,3-triazol-2-yl)benzoic acid), S1C(=CC=C1)C1=C(C(=O)O)C=CC=C1 (2-thiophene-2-yl-benzoic acid). Product: FC1=C(C(=CC=C1)N1N=CC=N1)C(=O)N1C[C@@H]2N(C[C@@H]2CC1)C1=NC(=CC=C1)C ((1R,6S)-3-{[2-Fluoro-6-(2H-1,2,3-triazol-2-yl)phenyl]carbonyl}-8-(6-methylpyridin-2-yl)-3,8-diazabicyclo[4.2.0]octane). Reaction SMILES: [CH3:1][C:2]1[CH:7]=[C:6]([CH3:8])N=[C:4]([N:9]2[C@@H:16]3[CH:11]([CH2:12][CH2:13][NH:14][CH2:15]3)[CH2:10]2)[N:3]=1.[F:17][C:18]1[CH:26]=[CH:25][CH:24]=[C:23]([N:27]2[N:31]=[CH:30][CH:29]=[N:28]2)[C:19]=1[C:20](O)=[O:21].S1C=CC=C1C1C=CC=CC=1C(O)=O>>[F:17][C:18]1[CH:26]=[CH:25][CH:24]=[C:23]([N:27]2[N:31]=[CH:30][CH:29]=[N:28]2)[C:19]=1[C:20]([N:14]1[CH2:13][CH2:12][C@@H:11]2[C@@H:16]([N:9]([C:4]3[CH:8]=[CH:6][CH:7]=[C:2]([CH3:1])[N:3]=3)[CH2:10]2)[CH2:15]1)=[O:21]. Procedure details: The title compound was prepared in a manner analogous to Example 1 substituting Intermediate 40 for (1R,RS)8-(4,6-dimethyl-pyrimidin-2-yl)-3,8-diaza-bicyclo[4.2.0]octane and 2-fluoro-6-(2H-1,2,3-triazol-2-yl)benzoic acid for 2-thiophene-2-yl-benzoic acid. MS (ESI) mass calcd. for O21H21FN6O, 392.4; m/z found, 393.2 [M+H]+. Reactants: O=C1CC(N(C=C1)C(=O)OC)CCC1=CC=CC=C1 (Methyl 4-oxo-2-phenethyl-3,4-dihydropyridine-1(2H)-carboxylate). The reagents and catalysts are [Pd] (Pd/C). The solvent is CCOC(=O)C (EtOAc). Product: O=C1CC(N(CC1)C(=O)OC)CCC1=CC=CC=C1 (Methyl 4-oxo-2-phenethylpiperidine-1-carboxylate). Isolated yield 101.0%. Reaction SMILES: [O:1]=[C:2]1[CH:7]=[CH:6][N:5]([C:8]([O:10][CH3:11])=[O:9])[CH:4]([CH2:12][CH2:13][C:14]2[CH:19]=[CH:18][CH:17]=[CH:16][CH:15]=2)[CH2:3]1>CCOC(C)=O.[Pd]>[O:1]=[C:2]1[CH2:7][CH2:6][N:5]([C:8]([O:10][CH3:11])=[O:9])[CH:4]([CH2:12][CH2:13][C:14]2[CH:15]=[CH:16][CH:17]=[CH:18][CH:19]=2)[CH2:3]1. Procedure details: Methyl 4-oxo-2-phenethyl-3,4-dihydropyridine-1(2H)-carboxylate (21.7 g, ca 75 mmol) was hydrogenated over Pd/C (5%) in EtOAc at 5 bar for 20 h. The mixture was filtered through a silica plug and then evaporated to give the product as an oil (19.8 g). 1H NMR (600 MHz, cdcl3) δ 1.69 (m, 1H), 1.80 (m, 1H), 2.26 (m, 2H), 2.41 (m, 1H), 2.47-2.70 (m, 3H), 3.16 (m, 1H), 3.69 (m, 3H), 4.15-4.48 (br m, 2H), 7.14-7.30 (m, 5H). MS 262 m/z (M+H)+.